From a dataset of the Open Reaction Database (ORD), a public repository of structured organic reaction records. describe an organic reaction: reactants, conditions, products, and yield Reactants: CC1=CC=C(C=C1)C1=C(C=NO1)C(=O)O (5-(4-methylphenyl)isoxazole-4-carboxylic acid), COC[C@@H]1NCCC1 ((R)-2-methoxymethyl-pyrrolidine). The product is COC[C@@H]1N(CCC1)C(=O)C=1C=NOC1C1=CC=C(C=C1)C (4-{[(2R)-2-(Methoxymethyl)pyrrolidin-1-yl]carbonyl}-5-(4-methylphenyl)isoxazole), solid. Reaction SMILES: [CH3:1][C:2]1[CH:7]=[CH:6][C:5]([C:8]2[O:12][N:11]=[CH:10][C:9]=2[C:13]([OH:15])=O)=[CH:4][CH:3]=1.[CH3:16][O:17][CH2:18][C@H:19]1[CH2:23][CH2:22][CH2:21][NH:20]1>>[CH3:16][O:17][CH2:18][C@H:19]1[CH2:23][CH2:22][CH2:21][N:20]1[C:13]([C:9]1[CH:10]=[N:11][O:12][C:8]=1[C:5]1[CH:4]=[CH:3][C:2]([CH3:1])=[CH:7][CH:6]=1)=[O:15]. Procedure details: The title compound was prepared from 5-(4-methylphenyl)isoxazole-4-carboxylic acid (10.2 mg, 0.050 mmol) and (R)-2-methoxymethyl-pyrrolidine (6.9 mg, 0.060 mmol) as described in synthetic method B and thereafter purified by preparative HPLC method B to give a solid (5.9 mg). Calcd for C17H20N2O3: 300.1474, found 300.1478. Starting materials: NC1=NC2=CC(=CC=C2C(=C1)N1CCN(CC1)C(=O)NC1=CC=C(C=C1)F)Cl (2-amino-7-chloro-4-[4-(4-fluorophenylaminocarbonyl)piperazin-1-yl]quinoline), C1(=CC=CC=C1)N=C=O (phenyl isocyanate). Solvent: CC#N.ClCCCl (MeCN 1,2-dichloroethane). The product is ClC1=CC=C2C(=CC(=NC2=C1)NC(=O)NC1=CC=CC=C1)N1CCN(CC1)C(=O)NC1=CC=C(C=C1)F (N-[7-Chloro-4-[4-(4-fluorophenylaminocarbonyl)piperazin-1-yl]quinolin-2-yl]-N′-phenylurea). Reaction SMILES: [NH2:1][C:2]1[CH:11]=[C:10]([N:12]2[CH2:17][CH2:16][N:15]([C:18]([NH:20][C:21]3[CH:26]=[CH:25][C:24]([F:27])=[CH:23][CH:22]=3)=[O:19])[CH2:14][CH2:13]2)[C:9]2[C:4](=[CH:5][C:6]([Cl:28])=[CH:7][CH:8]=2)[N:3]=1.[C:29]1([N:35]=[C:36]=[O:37])[CH:34]=[CH:33][CH:32]=[CH:31][CH:30]=1>CC#N.ClCCCl>[Cl:28][C:6]1[CH:5]=[C:4]2[C:9]([C:10]([N:12]3[CH2:13][CH2:14][N:15]([C:18]([NH:20][C:21]4[CH:26]=[CH:25][C:24]([F:27])=[CH:23][CH:22]=4)=[O:19])[CH2:16][CH2:17]3)=[CH:11][C:2]([NH:1][C:36]([NH:35][C:29]3[CH:34]=[CH:33][CH:32]=[CH:31][CH:30]=3)=[O:37])=[N:3]2)=[CH:8][CH:7]=1 |f:2.3|. Procedure details: To a solution of 2-amino-7-chloro-4-[4-(4-fluorophenylaminocarbonyl)piperazin-1-yl]quinoline (20 mg, 0.05 mmol) in MeCN-1,2-dichloroethane 1:1 (12 mL) is added phenyl isocyanate (17 μL, 0.11 mmol). The reaction mixture is heated at reflux for 1 h. Upon cooling the title product precipitates and is collected by filtration. Reactants: C(=O)(OCC1=CC=CC=C1)N[C@@H]([C@@H](C)CC)C(=O)N(CC(=O)O)C=1C=NC=CC1 (N-carbobenzyloxy-L-isoleucyl-N-(3-pyridyl)-glycine), Br (hydrogen bromide). Procedure: In a manner described in example 5B, N-carbobenzyloxy-L-isoleucyl-N-(3-pyridyl)-glycine was treated with anhydrous hydrogen bromide in acetic acid to yield L-isoleucyl-N-(3-pyridyl)glycine hydrobromide. Solvent: C(C)(=O)O (acetic acid). The product is Br.N[C@@H]([C@@H](C)CC)C(=O)N(CC(=O)O)C=1C=NC=CC1 (L-isoleucyl-N-(3-pyridyl)glycine hydrobromide). RXN SMILES: C([NH:11][C@H:12]([C:17]([N:19]([C:24]1[CH:25]=[N:26][CH:27]=[CH:28][CH:29]=1)[CH2:20][C:21]([OH:23])=[O:22])=[O:18])[C@H:13]([CH2:15][CH3:16])[CH3:14])(OCC1C=CC=CC=1)=O.[BrH:30]>C(O)(=O)C>[BrH:30].[NH2:11][C@H:12]([C:17]([N:19]([C:24]1[CH:25]=[N:26][CH:27]=[CH:28][CH:29]=1)[CH2:20][C:21]([OH:23])=[O:22])=[O:18])[C@H:13]([CH2:15][CH3:16])[CH3:14] |f:3.4|. Starting materials: COC(=O)COc1cccc2c1OCC(=O)N2CCO, CC(S)(c1ccccc1)c1ccccc1. Yields the product COC(=O)COc1cccc2c1OCC(=O)N2CCSC(C)(c1ccccc1)c1ccccc1. RXN SMILES: [OH:1][CH2:2][CH2:3][N:4]1[C:5](=[O:20])[CH2:6][O:7][c:8]2[c:9]1[cH:10][cH:11][cH:12][c:13]2[O:14][CH2:15][C:16](=[O:17])[O:18][CH3:19].[c:21]1([C:27]([CH3:28])([SH:29])[c:30]2[cH:31][cH:32][cH:33][cH:34][cH:35]2)[cH:22][cH:23][cH:24][cH:25][cH:26]1>>[CH2:2]([CH2:3][N:4]1[C:5](=[O:20])[CH2:6][O:7][c:8]2[c:9]1[cH:10][cH:11][cH:12][c:13]2[O:14][CH2:15][C:16](=[O:17])[O:18][CH3:19])[S:29][C:27]([c:21]1[cH:22][cH:23][cH:24][cH:25][cH:26]1)([CH3:28])[c:30]1[cH:31][cH:32][cH:33][cH:34][cH:35]1. The reactants are CC1(CCC(CC1)N1C2=C(C3=C1N=C(N=C3)NC3=NC=C(C=C3)N3CCNCC3)C=CN=C2OC)C (9-(4,4-Dimethylcyclohexyl)-8-methoxy-N-(5-(1-piperazinyl)-2-pyridinyl)-9H-pyrido[4′,3′:4,5]pyrrolo[2,3-d]pyrimidin-2-amine), Cl.N1=CC=CC=C1 (pyridine hydrochloride). Solvent: C(C)#N.O (acetonitrile water). Conditions: temperature 170 celsius. Product: CC1(CCC(CC1)N1C2=C(C3=C1N=C(N=C3)NC3=NC=C(C=C3)N3CCNCC3)C=CN=C2O)C (9-(4,4-dimethylcyclohexyl)-2-((5-(1-piperazinyl)-2-pyridinyl)amino)-9H-pyrido[4′,3′:4,5]pyrrolo[2,3-d]pyrimidin-8-ol). Isolated yield 207.5%. Reaction SMILES: [CH3:1][C:2]1([CH3:36])[CH2:7][CH2:6][CH:5]([N:8]2[C:12]3[N:13]=[C:14]([NH:17][C:18]4[CH:23]=[CH:22][C:21]([N:24]5[CH2:29][CH2:28][NH:27][CH2:26][CH2:25]5)=[CH:20][N:19]=4)[N:15]=[CH:16][C:11]=3[C:10]3[CH:30]=[CH:31][N:32]=[C:33]([O:34]C)[C:9]2=3)[CH2:4][CH2:3]1.Cl.N1C=CC=CC=1>C(#N)C.O>[CH3:1][C:2]1([CH3:36])[CH2:3][CH2:4][CH:5]([N:8]2[C:12]3[N:13]=[C:14]([NH:17][C:18]4[CH:23]=[CH:22][C:21]([N:24]5[CH2:25][CH2:26][NH:27][CH2:28][CH2:29]5)=[CH:20][N:19]=4)[N:15]=[CH:16][C:11]=3[C:10]3[CH:30]=[CH:31][N:32]=[C:33]([OH:34])[C:9]2=3)[CH2:6][CH2:7]1 |f:1.2,3.4|. Procedure: A mixture of compound 331 (90 mg, 153 μmol) and pyridine hydrochloride (177 mg, 1.53 mmol) was heated at 170° C. (oil bath) for 4 h. After cooling to room temperature, the mixture was subjected to reverse phase preparative HPLC (acetonitrile/water containing 0.1% TFA each, 40 min from 10 to 50%). Lyophilization provided compound 334 (150 mg) as a yellow solid (TFA salt). 1H NMR (400 MHz, DMSO-d6) δ ppm 11.66 (1 H, br. s.), 9.30 (1 H, s), 8.80 (2 H, br. s.), 8.05 (1 H, d, J=2.7 Hz), 7.92 (1 H, d,...